From a dataset of the Open Reaction Database (ORD), a public repository of structured organic reaction records. describe an organic reaction: reactants, conditions, products, and yield Starting materials: C(=O)(O)CCC1=CC=C(C=C1)C=1C([C@@H]2CC[C@]3([C@@]4(CC[C@@]5([C@@H]([C@H]4CC[C@@H]3[C@]2(CC1)C)[C@@H](CC5)C(=C)C)C(=O)O)C)C)(C)C ((1R,3aS,5aR,5bR,7aR,11aS,11bR,13aR,13bR)-9-(4-(2-carboxyethyl)phenyl)-5a,5b,8,8,11a-pentamethyl-1-(prop-1-en-2-yl)-2,3,3a,4,5,5a,5b,6,7,7a,8,11,11a,11b,12,13,13a,13b-octadecahydro-1H-cyclopenta[a]chrysene-3a-carboxylic acid), B(O)(O)C1=CC(=C(C(=O)O)C=C1)Cl (4-borono-2-chlorobenzoic acid), B(O)O (boronic acid). Yields the product C(=O)(O)C1=C(C=C(C=C1)C=1C([C@@H]2CC[C@]3([C@@]4(CC[C@@]5([C@@H]([C@H]4CC[C@@H]3[C@]2(CC1)C)[C@@H](CC5)C(=C)C)C(=O)O)C)C)(C)C)Cl ((1R,3aS,5aR,5bR,7aR,11aS,11bR,13aR,13bR)-9-(4-carboxy-3-chlorophenyl)-5a,5b,8,8,11a-pentamethyl-1-(prop-1-en-2-yl)-2,3,3a,4,5,5a,5b,6,7,7a,8,11,11a,11b,12,13,13a,13b-octadecahydro-1H-cyclopenta[a]chrysene-3a-carboxylic acid). As a reaction SMILES: C(CCC1C=CC([C:12]2[C:13]([CH3:43])([CH3:42])[C@H:14]3[C@:27]([CH3:30])([CH2:28][CH:29]=2)[C@@H:26]2[C@:17]([CH3:41])([C@@:18]4([CH3:40])[C@H:23]([CH2:24][CH2:25]2)[C@H:22]2[C@H:31]([C:34]([CH3:36])=[CH2:35])[CH2:32][CH2:33][C@:21]2([C:37]([OH:39])=[O:38])[CH2:20][CH2:19]4)[CH2:16][CH2:15]3)=CC=1)(O)=O.B([C:47]1[CH:55]=[CH:54][C:50]([C:51]([OH:53])=[O:52])=[C:49]([Cl:56])[CH:48]=1)(O)O.B(O)O>>[C:51]([C:50]1[CH:54]=[CH:55][C:47]([C:12]2[C:13]([CH3:43])([CH3:42])[C@H:14]3[C@:27]([CH3:30])([CH2:28][CH:29]=2)[C@@H:26]2[C@:17]([CH3:41])([C@@:18]4([CH3:40])[C@H:23]([CH2:24][CH2:25]2)[C@H:22]2[C@H:31]([C:34]([CH3:36])=[CH2:35])[CH2:32][CH2:33][C@:21]2([C:37]([OH:39])=[O:38])[CH2:20][CH2:19]4)[CH2:16][CH2:15]3)=[CH:48][C:49]=1[Cl:56])([OH:53])=[O:52]. Procedure: The title compound was prepared following the method described above for compound (1R,3aS,5aR,5bR,7aR,11aS,11bR,13aR,13bR)-9-(4-(2-carboxyethyl)phenyl)-5a,5b,8,8,11a-pentamethyl-1-(prop-1-en-2-yl)-2,3,3a,4,5,5a,5b,6,7,7a,8,11,11a,11b,12,13,13a,13b-octadecahydro-1H-cyclopenta[a]chrysene-3a-carboxylic acid (example 4a) using 4-borono-2-chlorobenzoic acid as the reactant boronic acid. Purification of the product was accomplished by first using Biotage flash chromatography with a 0-50% ethyl acetate... Reactants: OC1=C(C=C(C(=C1O)C)OCOC)C(C(=O)OCC)O (Ethyl 2-(2,3-dihydroxy-5-(methoxymethoxy)-4-methylphenyl)-2-hydroxyacetate), C1(=CC=CC=C1)C (toluene). The solvent is CN(C)C=O (DMF). Product: OC(C(=O)OCC)C1=CC(=C(C=2OCOC21)C)OCOC (ethyl 2-hydroxy-2-(6-(methoxymethoxy)-7-methylbenzo[d][1,3]dioxol-4-yl)acetate). As a reaction SMILES: [OH:1][C:2]1[C:7]([OH:8])=[C:6]([CH3:9])[C:5]([O:10][CH2:11][O:12][CH3:13])=[CH:4][C:3]=1[CH:14]([OH:20])[C:15]([O:17][CH2:18][CH3:19])=[O:16].[C:21]1(C)C=CC=CC=1>CN(C=O)C>[OH:20][CH:14]([C:3]1[C:2]2[O:1][CH2:21][O:8][C:7]=2[C:6]([CH3:9])=[C:5]([O:10][CH2:11][O:12][CH3:13])[CH:4]=1)[C:15]([O:17][CH2:18][CH3:19])=[O:16]. Procedure: Into a clean and dry 2 L, 4-necked RB flask was charged 400 ml of N,N-dimethylformamide under nitrogen atmosphere at RT. Cesium carbonate (171 g) was added to the reaction mass under stirring at room temperature. Bromochloromethane (226 g) was added to the reaction mass under stirring at RT. Reaction mass was heated to 30-35° C. Ethyl 2-(2,3-dihydroxy-5-(methoxymethoxy)-4-methylphenyl)-2-hydroxyacetate (50 g) was dissolved in 100 ml of DMF and slowly added to the reaction mass under stirring at ... Reactants: [N+](=O)([O-])C=C(NCCSCC1=NC=CC=C1)SC (1-nitro-2-methylthio-2-{2-[(2-pyridyl)methylthio]-ethylamino}ethylene), C(C#C)N (propargylamine). The solvent is C(C)#N (acetonitrile). Run at time 42 hour. Yields the product [N+](=O)([O-])C=C(NCCSCC1=NC=CC=C1)NC#CC (1-Nitro-2-(propynylamino)-2-{2-[(2-pyridyl)methylthio]-ethylamino}ethylene). RXN SMILES: [N+:1]([CH:4]=[C:5](SC)[NH:6][CH2:7][CH2:8][S:9][CH2:10][C:11]1[CH:16]=[CH:15][CH:14]=[CH:13][N:12]=1)([O-:3])=[O:2].[CH2:19]([NH2:22])[C:20]#[CH:21]>C(#N)C>[N+:1]([CH:4]=[C:5]([NH:22][C:19]#[C:20][CH3:21])[NH:6][CH2:7][CH2:8][S:9][CH2:10][C:11]1[CH:16]=[CH:15][CH:14]=[CH:13][N:12]=1)([O-:3])=[O:2]. Reported procedure: A mixture of the product of Step A (2.0 g; 7.03 mmoles and propargylamine (3.44 g; 62.5 mmoles) in acetonitrile (30 ml) was stirred and heated to reflux temperature under a positive pressure of nitrogen for 1.5 hours then stirred at ambient temperature for 42 hours. The reaction mixture was filtered and the product collected. Recrystallization from acetonitrile gave the title compound; mp 147°-148°. The reactants are ClC1=CC=C(C=C1)OB(O)O (4-chlorophenylboric acid), tetrakistriphenylphosphine palladium, C([O-])([O-])=O.[Na+].[Na+] (sodium carbonate), BrC1=CC=C(C=C1)/C=C/C(=O)OCC (ethyl (E)-3-(4-bromophenyl)acrylate). The solvent is CO (methanol), O1CCOCC1 (dioxane). The product is ClC1=CC=C(C=C1)C1=CC=C(C=C1)/C=C/C(=O)OCC (ethyl(E)-3-(4′-chlorobiphenyl-4-yl)acrylate). RXN SMILES: C(=O)([O-])[O-].[Na+].[Na+].Br[C:8]1[CH:13]=[CH:12][C:11](/[CH:14]=[CH:15]/[C:16]([O:18][CH2:19][CH3:20])=[O:17])=[CH:10][CH:9]=1.[Cl:21][C:22]1[CH:27]=[CH:26][C:25](OB(O)O)=[CH:24][CH:23]=1>O1CCOCC1.CO>[Cl:21][C:22]1[CH:27]=[CH:26][C:25]([C:8]2[CH:13]=[CH:12][C:11](/[CH:14]=[CH:15]/[C:16]([O:18][CH2:19][CH3:20])=[O:17])=[CH:10][CH:9]=2)=[CH:24][CH:23]=1 |f:0.1.2|. Reported procedure: 173 mg (0.15 mmol) of tetrakistriphenylphosphine palladium and 4.4 mL (8.8 mmol) of a 2M sodium carbonate solution is added at ambient temperature to a solution of 1.124 g (4.04 mmol) of ethyl (E)-3-(4-bromophenyl)acrylate in 50 mL of dioxane. 0.689 g (4.404 mmol) of 4-chlorophenylboric acid dissolved in 10 mL of methanol is added to this reaction mixture and refluxed for 5 hours. The reaction mixture is evaporated down, the residue is taken up in dichloromethane, and extracted with water. The o...